This data is from the Open Reaction Database (ORD), a public repository of structured organic reaction records. The task is: describe an organic reaction: reactants, conditions, products, and yield Starting materials: CC1=CC=C2CCNC2=C1 (6-methyl-indoline), ClC1=NC=NC2=CC(=C(C=C12)OC)OC (4-chloro-6,7-dimethoxy-quinazoline), Cl (HCl). The solvent is CC(C)O (i-PrOH). Yields the product Cl.COC=1C=C2C(=NC=NC2=CC1OC)N1CCC2=CC=C(C=C12)C (6,7-Dimethoxy-4-(6-methyl-2,3-dihydro-indol-1-yl)-quinazoline hydrochloride). Yield: 88.0%. As a reaction SMILES: [CH3:1][C:2]1[CH:10]=[C:9]2[C:5]([CH2:6][CH2:7][NH:8]2)=[CH:4][CH:3]=1.[Cl:11][C:12]1[C:21]2[C:16](=[CH:17][C:18]([O:24][CH3:25])=[C:19]([O:22][CH3:23])[CH:20]=2)[N:15]=[CH:14][N:13]=1.Cl>CC(O)C>[ClH:11].[CH3:23][O:22][C:19]1[CH:20]=[C:21]2[C:16](=[CH:17][C:18]=1[O:24][CH3:25])[N:15]=[CH:14][N:13]=[C:12]2[N:8]1[C:9]2[C:5](=[CH:4][CH:3]=[C:2]([CH3:1])[CH:10]=2)[CH2:6][CH2:7]1 |f:4.5|. Reported procedure: Utilizing a procedure analogous to that described in Example 1, this product was prepared in 88% yield from 6-methyl-indoline (1.1 eq.) and 4-chloro-6,7-dimethoxy-quinazoline (1.0 eq) in i-PrOH. The HCl salt was generated from the purified free base according to the procedure given in Example 2 (M.P. 231°-232° C.; LC-MS: 322 (MH+); anal. RP18-HPLC RT: 4.32 min.). Procedure: As described in General Procedure F-1, 1-(4-bromo-8-isopropyl-5,5-dimethyl-3-propoxy-5,6-dihydro-naphthalen-2-yl)-ethanone (Compound A-113, 202 mg, 0.53 mmol) and triethyl 2-fluoro-2-phosphonoacetate (516 mg, 2.12 mmol) were reacted with n-butyllithium (1.6 M in hexanes, 1.33 mL, 2.12 mmol) in THF to produce the title compound after purification by flash column chromatography (silica gel, 2% ethyl acetate in hexane). Yields the product BrC1=C(C(=CC=2C(=CCC(C12)(C)C)C(C)C)/C(=C(\C(=O)OCC)/F)/C)OCCC (Ethyl (2E)-3-(4-bromo-3-propoxy-8-isopropyl-5,5-dimethyl-5,6-dihydro-naphthalen-2-yl)-2-fluoro-but-2-enoate). As a reaction SMILES: [Br:1][C:2]1[C:11]2[C:10]([CH3:13])([CH3:12])[CH2:9][CH:8]=[C:7]([CH:14]([CH3:16])[CH3:15])[C:6]=2[CH:5]=[C:4]([C:17](=O)[CH3:18])[C:3]=1[O:20][CH2:21][CH2:22][CH3:23].[CH3:24][CH2:25][O:26][C:27]([CH:29](P(OCC)(OCC)=O)[F:30])=[O:28].C([Li])CCC>C1COCC1>[Br:1][C:2]1[C:11]2[C:10]([CH3:13])([CH3:12])[CH2:9][CH:8]=[C:7]([CH:14]([CH3:15])[CH3:16])[C:6]=2[CH:5]=[C:4](/[C:17](/[CH3:18])=[C:29](/[F:30])\[C:27]([O:26][CH2:25][CH3:24])=[O:28])[C:3]=1[O:20][CH2:21][CH2:22][CH3:23]. Run in C1CCOC1 (THF). Reactants: BrC1=C(C(=CC=2C(=CCC(C12)(C)C)C(C)C)C(C)=O)OCCC (1-(4-bromo-8-isopropyl-5,5-dimethyl-3-propoxy-5,6-dihydro-naphthalen-2-yl)-ethanone), CCOC(=O)C(F)P(=O)(OCC)OCC (triethyl 2-fluoro-2-phosphonoacetate), C(CCC)[Li] (n-butyllithium).